This data is from the Open Reaction Database (ORD), a public repository of structured organic reaction records. The task is: describe an organic reaction: reactants, conditions, products, and yield Reactants: O (water), FC1=CC=C(C=C1)NC1(CCN(CC1)CC1=CC=CC=C1)C(=O)O (4-[(4-fluorophenyl)amino]-1-(phenylmethyl)-4-piperidinecarboxylic acid), CN(P(N(C)C)(N(C)C)=O)C (hexamethylphosphoric triamide), IC (iodomethane), [H-].[Na+] (sodium hydride). Reaction conditions: time 1.5 hour. Product: C(C(=O)O)(=O)O.FC1=CC=C(C=C1)NC1(CCN(CC1)CC1=CC=CC=C1)C(=O)OC (methyl 4-[(4-fluorophenyl)amino]-1-(phenylmethyl)-4-piperidinecarboxylate ethanedioate). RXN SMILES: [F:1][C:2]1[CH:7]=[CH:6][C:5]([NH:8][C:9]2([C:22]([OH:24])=[O:23])[CH2:14][CH2:13][N:12]([CH2:15][C:16]3[CH:21]=[CH:20][CH:19]=[CH:18][CH:17]=3)[CH2:11][CH2:10]2)=[CH:4][CH:3]=1.[H-].[Na+].IC.[OH2:29].[CH3:30]N(C)P(=[O:39])(N(C)C)N(C)C>>[C:22]([OH:24])(=[O:23])[C:9]([OH:39])=[O:29].[F:1][C:2]1[CH:7]=[CH:6][C:5]([NH:8][C:9]2([C:22]([O:24][CH3:30])=[O:23])[CH2:14][CH2:13][N:12]([CH2:15][C:16]3[CH:17]=[CH:18][CH:19]=[CH:20][CH:21]=3)[CH2:11][CH2:10]2)=[CH:4][CH:3]=1 |f:1.2,6.7|. Reported procedure: 70 Parts of 4-[(4-fluorophenyl)amino]-1-(phenylmethyl)-4-piperidinecarboxylic acid are dissolved in 450 parts of dry hexamethylphosphoric triamide at 120° C. This solution is cooled to room temperature and 6 parts of sodium hydride dispersion 78% are added portionwise at a temperature below 30° C. After stirring for 1.50 hours at room temperature, there are added dropwise 32.5 parts of iodomethane at a temperature below 15° C. Upon completion, stirring is continued for 28 hours at room temperatu...